Dataset: the Open Reaction Database (ORD), a public repository of structured organic reaction records. Task: describe an organic reaction: reactants, conditions, products, and yield Starting materials: [BH4-], C=CCn1c(NCCCOc2ccccc2)nc(N2CCc3ccccc3CC2)c(C#N)c1=O, [Li+], C1CCOC1. Product: N#Cc1c(N2CCc3ccccc3CC2)nc(NCCCOc2ccccc2)[nH]c1=O. RXN SMILES: [BH4-:35].[CH2:1]([CH:2]=[CH2:3])[n:4]1[c:5]([NH:24][CH2:25][CH2:26][CH2:27][O:28][c:29]2[cH:30][cH:31][cH:32][cH:33][cH:34]2)[n:6][c:7]([N:13]2[CH2:14][CH2:15][c:16]3[c:17]([cH:20][cH:21][cH:22][cH:23]3)[CH2:18][CH2:19]2)[c:8]([C:11]#[N:12])[c:9]1=[O:10].[Li+:36].[O:37]1[CH2:38][CH2:39][CH2:40][CH2:41]1>>[nH:4]1[c:5]([NH:24][CH2:25][CH2:26][CH2:27][O:28][c:29]2[cH:30][cH:31][cH:32][cH:33][cH:34]2)[n:6][c:7]([N:13]2[CH2:14][CH2:15][c:16]3[c:17]([cH:20][cH:21][cH:22][cH:23]3)[CH2:18][CH2:19]2)[c:8]([C:11]#[N:12])[c:9]1=[O:10]. The reactants are BrC1=CC(=C(CO)C(=C1)F)F (4-bromo-2,6-difluorobenzyl alcohol), C1(=CC=CC=C1)P(C1=CC=CC=C1)C1=CC=CC=C1 (triphenylphosphine), C(Br)(Br)(Br)Br (carbon tetrabromide). Run in C1CCOC1 (THF). Run at time 1 hour. The product is BrC=1C=C(C(=C(C1)F)CBr)F (5-Bromo-2-bromomethyl-1,3-difluoro-benzene). As a reaction SMILES: [Br:1][C:2]1[CH:9]=[C:8]([F:10])[C:5]([CH2:6]O)=[C:4]([F:11])[CH:3]=1.C1(P(C2C=CC=CC=2)C2C=CC=CC=2)C=CC=CC=1.C(Br)(Br)(Br)[Br:32]>C1COCC1>[Br:1][C:2]1[CH:9]=[C:8]([F:10])[C:5]([CH2:6][Br:32])=[C:4]([F:11])[CH:3]=1. Procedure: To a cooled (0° C.) solution of 4 g (17.6 mmol) 4-bromo-2,6-difluorobenzyl alcohol in 50 ml THF, 7 g (26.4 mmol) triphenylphosphine and 8.83 g (26.4 mmol) carbon tetrabromide are added with stirring. Stirring is continued for 10 min at 0° C. and for 1 h at room temperature. After that the reaction mixture is filtered and the filtrate is concentrated in vacuo. The residue is purified by chromatography (silicagel, hexane) to afford the title compound as yellowish oil. The reactants are C(C(C)C)=O (isobutyraldehyde), NCC1=CC=NC=C1 (4-aminomethylpyridine), O (water). The solvent is C1=CC=CC=C1 (benzene). Yields the product C(C(C)C)=C1NC=CC(=C1)CN (isobutylidene-4-aminomethylpyridine). Yield: 91.7%. Reaction SMILES: [CH:1](=O)[CH:2]([CH3:4])[CH3:3].[NH2:6][CH2:7][C:8]1[CH:13]=[CH:12][N:11]=[CH:10][CH:9]=1.O>C1C=CC=CC=1>[CH:1](=[C:12]1[CH:13]=[C:8]([CH2:7][NH2:6])[CH:9]=[CH:10][NH:11]1)[CH:2]([CH3:4])[CH3:3]. Reported procedure: 227 g (3.15 mols) of isobutyraldehyde is added dropwise, within 1.5 hours, to a solution of 324 g (3.0 mols) of 4-aminomethylpyridine in 300 ml of benzene, the addition being made in a manner ensuring that the temperature in the solution does not exceed 35° C. The water which has formed (about 39 g) is separated, and the benzene (with residual water) is distilled off under a slight water-jet vacuum. The residue is distilled in an oil-pump vacuum. After a small preliminary fraction of 5 g, there ... Starting materials: F[B-](F)(F)F, C1CCOC1, CC[n+]1ccn(C)c1, O=N[O-], COc1cccc2c(N)cccc12, [Na+], O. Yields the product COc1cccc2c(F)cccc12. RXN SMILES: [B-:23]([F:24])([F:25])([F:26])[F:27].[CH2:14]1[O:15][CH2:16][CH2:17][CH2:18]1.[CH2:28]([n+:29]1[cH:30][cH:31][n:32]([CH3:33])[cH:34]1)[CH3:35].[N:19]([O-:20])=[O:21].[NH2:1][c:2]1[c:3]2[cH:4][cH:5][cH:6][c:7]([O:12][CH3:13])[c:8]2[cH:9][cH:10][cH:11]1.[Na+:22].[OH2:36]>>[c:2]1([F:24])[c:3]2[cH:4][cH:5][cH:6][c:7]([O:12][CH3:13])[c:8]2[cH:9][cH:10][cH:11]1. The reactants are Cl.CN(CCCN=C=NCC)C (1-(3-dimethylaminopropyl)-3-ethylcarbodiimide hydrochloride), CN(C)C1=NC=CC=C1 (dimethylaminopyridine), IC1=NC=C(C(=O)O)C=C1 (6-iodonicotinic acid), C(C)O (ethanol). Solvent: ClCCl (dichloromethane), ClCCl (dichloromethane). Reaction conditions: temperature 50 celsius. Product: IC1=NC=C(C(=O)OCC)C=C1 (Ethyl 6-iodonicotinoate). As a reaction SMILES: [I:1][C:2]1[CH:10]=[CH:9][C:5]([C:6]([OH:8])=[O:7])=[CH:4][N:3]=1.Cl.CN(C)[CH2:14][CH2:15]CN=C=NCC.C(O)C.CN(C1C=CC=CN=1)C>ClCCl>[I:1][C:2]1[CH:10]=[CH:9][C:5]([C:6]([O:8][CH2:14][CH3:15])=[O:7])=[CH:4][N:3]=1 |f:1.2|. Procedure details: To a suspension of 6-iodonicotinic acid (23.38 g, 94.20 mmol) in dichloromethane (100 ml) was added a solution of 1-(3-dimethylaminopropyl)-3-ethylcarbodiimide hydrochloride (19.86 g, 103.6 mmol) in dichloromethane (250 ml). To this mixture was added ethanol (12.40 g, 269.27 mmol) followed by dimethylaminopyridine (1.15 g, 9.41 mmol). The mixture was heated at 50° C. for 24.5 hours, concentrated in vacuo, and diluted with water (200 ml) then extracted with ethyl ether (550 ml). The combined orga... The reactants are N1(CCOCC1)C1=CC2=C(C=C(O2)C(=O)OC)C=C1 (methyl 6-morpholinylbenzofuran-2-carboxylate), CC(C(=O)OC)C(CC)=O (methyl 2-methyl-3-oxopentanoate), [H-].[Na+] (NaH), [Cl-].[NH4+] (ammonium chloride), [Li]CCCC (n-BuLi). The solvent is C1CCOC1 (THF), C1CCOC1 (THF), C1CCOC1 (THF). Run at temperature -78 celsius, time 10 minute. Product: CC=1C(OC(=C(C1O)C)C=1OC2=C(C1)C=CC(=C2)N2CCOCC2)=O (3,5-dimethyl-4-hydroxy-6-(6-morpholinylbenzofuran-2-yl)-2H-pyran-2-one). Reaction SMILES: [CH3:1][CH:2]([C:7](=[O:10])[CH2:8][CH3:9])[C:3]([O:5][CH3:6])=[O:4].[H-].[Na+].[Li]CCCC.[N:18]1([C:24]2[CH:36]=[CH:35][C:27]3[CH:28]=[C:29](C(OC)=O)[O:30][C:26]=3[CH:25]=2)[CH2:23][CH2:22][O:21][CH2:20][CH2:19]1.[Cl-].[NH4+]>C1COCC1>[CH3:1][C:2]1[C:3](=[O:4])[O:5][C:6]([C:29]2[O:30][C:26]3[CH:25]=[C:24]([N:18]4[CH2:23][CH2:22][O:21][CH2:20][CH2:19]4)[CH:36]=[CH:35][C:27]=3[CH:28]=2)=[C:8]([CH3:9])[C:7]=1[OH:10] |f:1.2,5.6|. Reported procedure: A solution of methyl 2-methyl-3-oxopentanoate (865 mg) in THF (30 ml) was slowly added to a suspension of NaH (240 mg) in THF (50 ml), and after stirring for 10 minutes, the mixture was cooled to −78° C. and 1.58 M n-BuLi (3.8 ml) was slowly added dropwise. After stirring the reaction solution at −78° C. for 30 minutes, a solution of methyl 6-morpholinylbenzofuran-2-carboxylate (1.3 g) in THF (15 ml) was slowly added and the mixture was stirred at −78° C. for 4 hours. A saturated ammonium chlori... Reactants: C(C1=CC=CC=C1)=CC(=O)C1=CC=CC=C1 (Benzalacetophenone), N1C=NC=C1 (imidazole), C(=S)=S (carbon disulphide). Product: C1(=CC=CC=C1)C(C(=O)C1=CC=CC=C1)(C)N1C=NC=C1 (2-phenyl-2-(imidazol-1-yl) propiophenone). As a reaction SMILES: [CH:1](=[CH:8][C:9]([C:11]1[CH:16]=[CH:15][CH:14]=[CH:13][CH:12]=1)=[O:10])[C:2]1[CH:7]=[CH:6][CH:5]=[CH:4]C=1.[NH:17]1[CH:21]=[CH:20][N:19]=[CH:18]1.[C:22](=S)=S>>[C:1]1([C:8]([N:17]2[CH:21]=[CH:20][N:19]=[CH:18]2)([CH3:22])[C:9]([C:11]2[CH:12]=[CH:13][CH:14]=[CH:15][CH:16]=2)=[O:10])[CH:2]=[CH:7][CH:6]=[CH:5][CH:4]=1. Reported procedure: Benzalacetophenone (4.2 g, 0.02 mol) and imidazole (1.34 g, 0.02 mol) were warmed over a flame for 30 minutes. After cooling to room temperature, the oil was treated with carbon disulphide to give, as colourless crystals, 2-phenyl-2-(imidazol-1-yl) propiophenone (compound 3) m.p. 75°-76° C. Reactants: C(C1=CC=CC=C1)N1CCC(CC1)=O (1-benzyl-4-piperidone), FC=1C=C(C(=CC1)N)N (4-fluoro-benzene-1,2-diamine), C(C)(=O)O[BH-](OC(C)=O)OC(C)=O.[Na+] (sodium triacetoxyborohydride). Run in C1CCOC1 (THF). The product is C(C1=CC=CC=C1)N1CCC(CC1)NC=1C(=CC(=CC1)F)N (1-N-(1-Benzyl-piperidin-4-yl)-4-fluoro-benzene-1,2-diamine). Yield: 5.9%. RXN SMILES: [CH2:1]([N:8]1[CH2:13][CH2:12][C:11](=O)[CH2:10][CH2:9]1)[C:2]1[CH:7]=[CH:6][CH:5]=[CH:4][CH:3]=1.[F:15][C:16]1[CH:17]=[C:18]([NH2:23])[C:19]([NH2:22])=[CH:20][CH:21]=1.C(O[BH-](OC(=O)C)OC(=O)C)(=O)C.[Na+]>C1COCC1>[CH2:1]([N:8]1[CH2:13][CH2:12][CH:11]([NH:22][C:19]2[C:18]([NH2:23])=[CH:17][C:16]([F:15])=[CH:21][CH:20]=2)[CH2:10][CH2:9]1)[C:2]1[CH:7]=[CH:6][CH:5]=[CH:4][CH:3]=1 |f:2.3|. Procedure details: The title compound was prepared from 750 mg 1-benzyl-4-piperidone, 1.0 g of 4-fluoro-benzene-1,2-diamine and 1.0 g sodium triacetoxyborohydride in 10 mL of THF, using a procedure analogous to that described in Example 95, Step A to provide 70 mg of the title compound as a brown solid. The reactants are COC(=O)C1=CSC(=C1NC(CCl)=O)C (4-(2-chloro-acetylamino)-5-methyl-thiophene-3-carboxylic acid methyl ester), FC1=CC=C(C=C1)C1=CC=C(C=C1)O (4′-fluoro-biphenyl-4-ol). The product is FC1=CC=C(C=C1)C1=CC=C(C=C1)OCC(=O)NC=1C(=CSC1C)C(=O)O (4-[2-(4′-Fluoro-biphenyl-4-yloxy)-acetylamino]5-methyl-thiophene-3-carboxylic acid). As a reaction SMILES: C[O:2][C:3]([C:5]1[C:9]([NH:10][C:11](=[O:14])[CH2:12]Cl)=[C:8]([CH3:15])[S:7][CH:6]=1)=[O:4].[F:16][C:17]1[CH:22]=[CH:21][C:20]([C:23]2[CH:28]=[CH:27][C:26]([OH:29])=[CH:25][CH:24]=2)=[CH:19][CH:18]=1>>[F:16][C:17]1[CH:18]=[CH:19][C:20]([C:23]2[CH:28]=[CH:27][C:26]([O:29][CH2:12][C:11]([NH:10][C:9]3[C:5]([C:3]([OH:2])=[O:4])=[CH:6][S:7][C:8]=3[CH3:15])=[O:14])=[CH:25][CH:24]=2)=[CH:21][CH:22]=1. Procedure: In analogy to Example 2, the title compound was prepared using 4-(2-chloro-acetylamino)-5-methyl-thiophene-3-carboxylic acid methyl ester [23964-99-0] and 4′-fluoro-biphenyl-4-ol. MS (m/e): 384.0 (M−H). Starting materials: Cc1ccccc1, Cl, Nc1ccc(-c2ccc(C(=O)CCC(=O)O)cc2)cc1Br, C1COCCO1, O, [Zn]. The product is Nc1ccc(-c2ccc(CCCC(=O)O)cc2)cc1Br. Reaction SMILES: [CH3:3][c:4]1[cH:5][cH:6][cH:7][cH:8][cH:9]1.[ClH:2].[NH2:10][c:11]1[c:12]([Br:30])[cH:13][c:14](-[c:17]2[cH:18][cH:19][c:20]([C:23]([CH2:24][CH2:25][C:26](=[O:27])[OH:28])=[O:29])[cH:21][cH:22]2)[cH:15][cH:16]1.[O:32]1[CH2:33][CH2:34][O:35][CH2:36][CH2:37]1.[OH2:1].[Zn:31]>>[NH2:10][c:11]1[c:12]([Br:30])[cH:13][c:14](-[c:17]2[cH:18][cH:19][c:20]([CH2:23][CH2:24][CH2:25][C:26](=[O:27])[OH:28])[cH:21][cH:22]2)[cH:15][cH:16]1.